Dataset: the Open Reaction Database (ORD), a public repository of structured organic reaction records. Task: describe an organic reaction: reactants, conditions, products, and yield The reactants are solution, C(C#C)Br (propargyl bromide), C1(=CC=CC=C1)C (toluene), ClC1=CC=C(OCC(C(=O)NCCC2=CC(=C(C=C2)OCC#C)OC)O)C=C1 (3-(4-chloro-phenoxy)-2-hydroxy-N-[2-(3-methoxy-4-prop-2-ynyloxy-phenyl)-ethyl]-propionamide), [OH-].[Na+] (sodium hydroxide). Reagents/catalysts: [Br-].C(CCC)[N+](CCCC)(CCCC)CCCC (tetrabutylammonium bromide). Run in ClCCl (dichloromethane). Run at time 16 hour. The product is ClC1=CC=C(OCC(C(=O)NCCC2=CC(=C(C=C2)OCC#C)OC)OCC#C)C=C1 (3-(4-chloro-phenoxy)-N-[2-(3-methoxy-4-prop-2-ynyloxy-phenyl)-ethyl]-2-prop-2-ynyloxy-propionamide). Reaction SMILES: [CH2:1](Br)[C:2]#[CH:3].C1(C)C=CC=CC=1.[Cl:12][C:13]1[CH:39]=[CH:38][C:16]([O:17][CH2:18][CH:19]([OH:37])[C:20]([NH:22][CH2:23][CH2:24][C:25]2[CH:30]=[CH:29][C:28]([O:31][CH2:32][C:33]#[CH:34])=[C:27]([O:35][CH3:36])[CH:26]=2)=[O:21])=[CH:15][CH:14]=1.[OH-].[Na+]>[Br-].C([N+](CCCC)(CCCC)CCCC)CCC.ClCCl>[Cl:12][C:13]1[CH:14]=[CH:15][C:16]([O:17][CH2:18][CH:19]([O:37][CH2:3][C:2]#[CH:1])[C:20]([NH:22][CH2:23][CH2:24][C:25]2[CH:30]=[CH:29][C:28]([O:31][CH2:32][C:33]#[CH:34])=[C:27]([O:35][CH3:36])[CH:26]=2)=[O:21])=[CH:38][CH:39]=1 |f:3.4,5.6|. Procedure details: A 80% solution of propargyl bromide in toluene (1.6 g, 11 mmol) is added slowly at room temperature to a mixture of 3-(4-chloro-phenoxy)-2-hydroxy-N-[2-(3-methoxy-4-prop-2-ynyloxy-phenyl)-ethyl]-propionamide (3.5 g, 8.7 mmol), 30% sodium hydroxide solution (4.5 ml, 44 mmol) and catalytic amounts of tetrabutylammonium bromide (50 mg) in 30 ml of dichloromethane. The reaction is stirred for 16 hours at +40° C. Subsequently the mixture is evaporated and the residue is diluted with water and dichlor... Starting materials: C(C1=CC=CC=C1)N1C[C@H](N(CC1)C(C1=CC(=CC(=C1)C(F)(F)F)C(F)(F)F)=O)CC1=CNC2=CC=CC=C12 ((2R)-4-benzyl-1-[3,5-bis(trifluoromethyl)benzoyl]-2-(1H-indol-3-yl-methyl)piperazine), C(=O)[O-].[NH4+] (ammonium formate), Pd charcoal. Run in C(C)O (ethanol). Yields the product FC(C=1C=C(C(=O)N2[C@@H](CNCC2)CC2=CNC3=CC=CC=C23)C=C(C1)C(F)(F)F)(F)F ((2R)-1-[3,5-bis(trifluoromethyl)benzoyl]-2-(1H-indol-3-yl-methyl)piperazine). Isolated yield 61.5%. As a reaction SMILES: C([N:8]1[CH2:13][CH2:12][N:11]([C:14](=[O:29])[C:15]2[CH:20]=[C:19]([C:21]([F:24])([F:23])[F:22])[CH:18]=[C:17]([C:25]([F:28])([F:27])[F:26])[CH:16]=2)[C@H:10]([CH2:30][C:31]2[C:39]3[C:34](=[CH:35][CH:36]=[CH:37][CH:38]=3)[NH:33][CH:32]=2)[CH2:9]1)C1C=CC=CC=1.C([O-])=O.[NH4+]>C(O)C>[F:24][C:21]([F:22])([F:23])[C:19]1[CH:20]=[C:15]([CH:16]=[C:17]([C:25]([F:26])([F:27])[F:28])[CH:18]=1)[C:14]([N:11]1[CH2:12][CH2:13][NH:8][CH2:9][C@H:10]1[CH2:30][C:31]1[C:39]2[C:34](=[CH:35][CH:36]=[CH:37][CH:38]=2)[NH:33][CH:32]=1)=[O:29] |f:1.2|. Procedure: A mixture of (2R)-4-benzyl-1-[3,5-bis(trifluoromethyl)benzoyl]-2-(1H-indol-3-yl-methyl)piperazine (5.20 g), ammonium formate (1.50 g) and 10% Pd charcoal (0.52 g) in ethanol (50 ml) was refluxed for 7.5 hours under nitrogen atmosphere. The reaction mixture was cooled to room temperature and filtered through Celite pad. The filtrate was concentrated under reduced pressure and the residue was purified on a silica gel column eluting with a mixture of dichloromethane and methanol (20:1) to give (2R)... The reactants are C(=O)(O)CCCC(C)(C)C1=C(O)C=C(C(=C1)O)C(C)(CCCC(=O)O)C (2,5-bis-(5-carboxy-2-methylpent-2-yl)-hydroquinone), C(C)O (ethanol), S(O)(O)(=O)=O (sulphuric acid), CCOCC (ether). Product: C(C)OC(=O)CCCC(C)(C)C1=C(O)C=C(C(=C1)O)C(C)(CCCC(=O)OCC)C (2,5-bis-(5-ethoxycarbonyl-2-methylpent-2-yl)-hydroquinone), ( 103 ). Reaction SMILES: [C:1]([CH2:4][CH2:5][CH2:6][C:7]([C:10]1[CH:16]=[C:15]([OH:17])[C:14]([C:18]([CH3:26])([CH2:20][CH2:21][CH2:22][C:23]([OH:25])=[O:24])[CH3:19])=[CH:13][C:11]=1[OH:12])([CH3:9])[CH3:8])([OH:3])=[O:2].[CH2:27](O)[CH3:28].S(=O)(=O)(O)O.[CH3:35][CH2:36]OCC>>[CH2:35]([O:2][C:1]([CH2:4][CH2:5][CH2:6][C:7]([C:10]1[CH:16]=[C:15]([OH:17])[C:14]([C:18]([CH3:26])([CH2:20][CH2:21][CH2:22][C:23]([O:25][CH2:27][CH3:28])=[O:24])[CH3:19])=[CH:13][C:11]=1[OH:12])([CH3:9])[CH3:8])=[O:3])[CH3:36]. Procedure details: 5.0 Parts of 2,5-bis-(5-carboxy-2-methylpent-2-yl)-hydroquinone, 100 parts of absolute ethanol, and 1.0 parts of 98% sulphuric acid are refluxed for 16 hours. The solution is then stripped down under reduced pressure, the residue taken up in ether, and washed with sodium bicarbonate solution. The ethereal solution after being concentrated and diluted with 40°-60° petroleum ether yields 2,5-bis-(5-ethoxycarbonyl-2-methylpent-2-yl)-hydroquinone, [formula (103)] m.p. 146°-149° C. with the following... Starting materials: O=C1CCC=2NC(=CC21)C(=O)OC (methyl 4-oxo-1,4,5,6-tetrahydrocyclopenta[b]pyrrole-2-carboxylate), FC1=CC(=C(C[Mg]Br)C=C1)C ((4-fluoro-2-methylbenzyl)magnesium bromide). Yields the product FC1=CC(=C(CC2CCC=3NC(=CC32)C(=O)OC)C=C1)C (methyl 4-(4-fluoro-2-methylbenzyl)-1,4,5,6-tetrahydrocyclopenta[b]pyrrole-2-carboxylate). As a reaction SMILES: O=[C:2]1[C:9]2[CH:8]=[C:7]([C:10]([O:12][CH3:13])=[O:11])[NH:6][C:5]=2[CH2:4][CH2:3]1.[F:14][C:15]1[CH:23]=[CH:22][C:18]([CH2:19][Mg]Br)=[C:17]([CH3:24])[CH:16]=1>>[F:14][C:15]1[CH:23]=[CH:22][C:18]([CH2:19][CH:2]2[C:9]3[CH:8]=[C:7]([C:10]([O:12][CH3:13])=[O:11])[NH:6][C:5]=3[CH2:4][CH2:3]2)=[C:17]([CH3:24])[CH:16]=1. Procedure details: The title compound was synthesized in two steps. First, methyl 4-oxo-1,4,5,6-tetrahydrocyclopenta[b]pyrrole-2-carboxylate was reacted with (4-fluoro-2-methylbenzyl)magnesium bromide) according to General Procedure 3. The resulting product was then converted to the title compound by hydrogenation according to General Procedure 6.